From a dataset of the Open Reaction Database (ORD), a public repository of structured organic reaction records. describe an organic reaction: reactants, conditions, products, and yield The reactants are C1(CCCC1)C1=NN(C2=C(N=CC=C21)OC)C=2C=C(SC2)C(=O)N (4-(3-cyclopentyl-7-methoxy-1H-pyrazolo[3,4-c]pyridin-1-yl)thiophene-2-carboxamide), [I-].[Na+] (sodium iodide), Cl[Si](C)(C)C (chloro(trimethyl)silane), O (water). The solvent is C(C)#N (acetonitrile). Reaction conditions: time 30 minute. Yields the product C1(CCCC1)C1=NN(C=2C(NC=CC21)=O)C=2C=C(SC2)C(=O)N (4-(3-cyclopentyl-7-oxo-6,7-dihydro-1H-pyrazolo[3,4-c]pyridin-1-yl)thiophene-2-carboxamide). Isolated yield 60.8%. Reaction SMILES: [CH:1]1([C:6]2[C:14]3[C:9](=[C:10]([O:15]C)[N:11]=[CH:12][CH:13]=3)[N:8]([C:17]3[CH:18]=[C:19]([C:22]([NH2:24])=[O:23])[S:20][CH:21]=3)[N:7]=2)[CH2:5][CH2:4][CH2:3][CH2:2]1.[I-].[Na+].Cl[Si](C)(C)C.O>C(#N)C>[CH:1]1([C:6]2[C:14]3[CH:13]=[CH:12][NH:11][C:10](=[O:15])[C:9]=3[N:8]([C:17]3[CH:18]=[C:19]([C:22]([NH2:24])=[O:23])[S:20][CH:21]=3)[N:7]=2)[CH2:2][CH2:3][CH2:4][CH2:5]1 |f:1.2|. Reported procedure: To a solution of 4-(3-cyclopentyl-7-methoxy-1H-pyrazolo[3,4-c]pyridin-1-yl)thiophene-2-carboxamide (60 mg) in acetonitrile (5 mL) were added sodium iodide (52.5 mg) and chloro(trimethyl)silane (0.111 mL), and the mixture was stirred at room temperature for 30 min. To the reaction mixture was added water, and the mixture was extracted with ethyl acetate. The organic layer was washed with saturated aqueous sodium hydrogencarbonate solution and saturated brine, dried over anhydrous sodium sulfate, ... Reactants: [OH-].[Na+] (sodium hydroxide), C(C)(C)(C)OC(=O)N1CCC(CC1)(NC(\C=C\C1=CC(=CC=C1)C(F)(F)F)=O)C(N)=O (4-carbamoyl-4-[(E)-3-(3-trifluoromethyl-phenyl)-acryloylamino]-piperidine-1-carboxylic acid tert-butyl ester). The solvent is C(C)O (ethanol). Reaction conditions: time 22 hour. The product is C(C)(C)(C)OC(=O)N1CCC2(C(NC(=N2)\C=C\C2=CC(=CC=C2)C(F)(F)F)=O)CC1 (4-oxo-2-[(E)-2-(3-trifluoromethyl-phenyl)-vinyl]-1,3,8-triaza-spiro[4.5]dec-1-ene-8-carboxylic acid tert-butyl ester). Isolated yield 73.5%. Reaction SMILES: [OH-].[Na+].[C:3]([O:7][C:8]([N:10]1[CH2:15][CH2:14][C:13]([C:31](=[O:33])[NH2:32])([NH:16][C:17](=O)/[CH:18]=[CH:19]/[C:20]2[CH:25]=[CH:24][CH:23]=[C:22]([C:26]([F:29])([F:28])[F:27])[CH:21]=2)[CH2:12][CH2:11]1)=[O:9])([CH3:6])([CH3:5])[CH3:4]>C(O)C>[C:3]([O:7][C:8]([N:10]1[CH2:15][CH2:14][C:13]2([N:16]=[C:17](/[CH:18]=[CH:19]/[C:20]3[CH:25]=[CH:24][CH:23]=[C:22]([C:26]([F:29])([F:28])[F:27])[CH:21]=3)[NH:32][C:31]2=[O:33])[CH2:12][CH2:11]1)=[O:9])([CH3:6])([CH3:5])[CH3:4] |f:0.1|. Procedure details: A 6 N aqueous sodium hydroxide solution was added to a solution of 4-carbamoyl-4-[(E)-3-(3-trifluoromethyl-phenyl)-acryloylamino]-piperidine-1-carboxylic acid tert-butyl ester (961 mg, 2.27 mmol) in ethanol (20 ml), and the mixture was stirred at room temperature for 22 hours. The reaction solution was quenched with saturated ammonium chloride and then extracted with ethyl acetate. The organic layer was sequentially washed with water and saturated brine, and then dried over anhydrous magnesium s... The product is Fc1ccc2c(CCCN(c3ccncc3)c3csc4c(Cl)cccc34)noc2c1, Cl. Starting materials: CO, CCOC(C)=O, Clc1cccc2c(Nc3ccncc3)csc12, Fc1ccc2c(CCCCl)noc2c1, [H-], [Na+], [Na+], O=C([O-])O, CN(C)C=O, c1ccc2oncc2c1. RXN SMILES: [CH3:53][OH:54].[CH3:55][CH2:56][O:57][C:58](=[O:59])[CH3:60].[Cl:17][c:18]1[cH:19][cH:20][cH:21][c:22]2[c:23]1[s:24][cH:25][c:26]2[NH:27][c:28]1[cH:29][cH:30][n:31][cH:32][cH:33]1.[Cl:3][CH2:4][CH2:5][CH2:6][c:7]1[n:8][o:9][c:10]2[c:11]1[cH:12][cH:13][c:14]([F:16])[cH:15]2.[H-:1].[Na+:2].[Na+:47].[O-:43][C:44]([OH:45])=[O:46].[O:48]=[CH:49][N:50]([CH3:51])[CH3:52].[o:34]1[c:35]2[cH:36][cH:37][cH:38][cH:39][c:40]2[cH:41][n:42]1>>[CH2:4]([CH2:5][CH2:6][c:7]1[n:8][o:9][c:10]2[c:11]1[cH:12][cH:13][c:14]([F:16])[cH:15]2)[N:27]([c:26]1[c:22]2[cH:21][cH:20][cH:19][c:18]([Cl:17])[c:23]2[s:24][cH:25]1)[c:28]1[cH:29][cH:30][n:31][cH:32][cH:33]1.[ClH:3]. The reactants are C(C)(C)(C)OC(NC1=C(C=C(C(=C1)N(C)C)C#N)N)=O ((2-amino-4-cyano-5-dimethylamino-phenyl)-carbamic acid tert-butyl ester), C(C)(C)(C)OC(CC(C1=CC(=CC=C1)N1N=NC=C1COC1OCCCC1)=O)=O ((RS)-3-oxo-3-{3-[5-(tetrahydro-pyran-2-yloxymethyl)-[1,2,3]triazol-1-yl]-phenyl}-propionic acid tert-butyl ester). Yields the product C(C)(C)(C)OC(NC1=C(C=C(C(=C1)N(C)C)C#N)NC(CC(C1=CC(=CC=C1)N1N=NC=C1COC1OCCCC1)=O)=O)=O ((RS)-[4-Cyano-5-dimethylamino-2-(3-oxo-3-{3-[5-(tetrahydro-pyran-2-yloxymethyl)-[1,2,3]triazol-1-yl]-phenyl}-propionylamino)-phenyl]-carbamic acid tert-butyl ester), foam. Yield: 59.0%. RXN SMILES: [C:1]([O:5][C:6](=[O:20])[NH:7][C:8]1[CH:13]=[C:12]([N:14]([CH3:16])[CH3:15])[C:11]([C:17]#[N:18])=[CH:10][C:9]=1[NH2:19])([CH3:4])([CH3:3])[CH3:2].C([O:25][C:26](=O)[CH2:27][C:28](=[O:48])[C:29]1[CH:34]=[CH:33][CH:32]=[C:31]([N:35]2[C:39]([CH2:40][O:41][CH:42]3[CH2:47][CH2:46][CH2:45][CH2:44][O:43]3)=[CH:38][N:37]=[N:36]2)[CH:30]=1)(C)(C)C>>[C:1]([O:5][C:6](=[O:20])[NH:7][C:8]1[CH:13]=[C:12]([N:14]([CH3:15])[CH3:16])[C:11]([C:17]#[N:18])=[CH:10][C:9]=1[NH:19][C:26](=[O:25])[CH2:27][C:28](=[O:48])[C:29]1[CH:34]=[CH:33][CH:32]=[C:31]([N:35]2[C:39]([CH2:40][O:41][CH:42]3[CH2:47][CH2:46][CH2:45][CH2:44][O:43]3)=[CH:38][N:37]=[N:36]2)[CH:30]=1)([CH3:4])([CH3:2])[CH3:3]. Reported procedure: The title compound was prepared from (2-amino-4-cyano-5-dimethylamino-phenyl)-carbamic acid tert-butyl ester (Example J23) (276 mg, 1.0 mmol) and (RS)-3-oxo-3-{3-[5-(tetrahydro-pyran-2-yloxymethyl)-[1,2,3]triazol-1-yl]-phenyl}-propionic acid tert-butyl ester (Example K5) (402 mg, 1.0 mmol) according to the general procedure M. Obtained as a light brown foam (360 mg, 59%). Reactants: CC(C)(C)OC(=O)N1[C@@H](C[C@@H](C1)C1CCN(CC1)S(=O)(=O)C)C(=O)OC (methyl (2S,4R)-1-{[(2-methyl-2-propanyl)oxy]carbonyl}-4-[1-(methylsulfonyl)-4-piperidinyl]-2-pyrrolidinecarboxylate), [OH-].[Li+] (lithium hydroxide). Run in O1CCCC1 (tetrahydrofuran), O (water). Conditions: time 8 hour. The product is CC(C)(C)OC(=O)N1[C@@H](C[C@@H](C1)C1CCN(CC1)S(=O)(=O)C)C(=O)O ((2S,4R)-1-{[(2-methyl-2-propanyl)oxy]carbonyl}-4-[1-(methylsulfonyl)-4-piperidinyl]-2-pyrrolidinecarboxylic acid). Yield: 84.8%. As a reaction SMILES: [CH3:1][C:2]([O:5][C:6]([N:8]1[CH2:12][C@@H:11]([CH:13]2[CH2:18][CH2:17][N:16]([S:19]([CH3:22])(=[O:21])=[O:20])[CH2:15][CH2:14]2)[CH2:10][C@H:9]1[C:23]([O:25]C)=[O:24])=[O:7])([CH3:4])[CH3:3].[OH-].[Li+]>O1CCCC1.O>[CH3:4][C:2]([O:5][C:6]([N:8]1[CH2:12][C@@H:11]([CH:13]2[CH2:18][CH2:17][N:16]([S:19]([CH3:22])(=[O:20])=[O:21])[CH2:15][CH2:14]2)[CH2:10][C@H:9]1[C:23]([OH:25])=[O:24])=[O:7])([CH3:1])[CH3:3] |f:1.2|. Procedure details: To a solution of the compound prepared in Example 62 (2.87 g, 7.36 mmol) in tetrahydrofuran (20 mL) and water (20 mL) at 0° C. was added lithium hydroxide (0.35 g, 14.7 mmol). The reaction was warmed to room temperature and stirred overnight whereupon it was partitioned between methyl tert-butyl ether and water. The aqueous layer was separated and carefully acidified to pH 1 with 6 N hydrochloric acid. The aqueous solution was extracted with ethyl acetate (2×300 mL) and the combined organic extr... Reactants: NC(=O)C1CCCc2cc(C(F)(F)F)cnc21, S, c1ccncc1. The product is NC(=S)C1CCCc2cc(C(F)(F)F)cnc21. Reaction SMILES: [F:1][C:2]([c:3]1[cH:4][n:5][c:6]2[c:11]([cH:12]1)[CH2:10][CH2:9][CH2:8][CH:7]2[C:13](=[O:14])[NH2:15])([F:16])[F:17].[SH2:18].[cH:19]1[cH:20][cH:21][n:22][cH:23][cH:24]1>>[F:1][C:2]([c:3]1[cH:4][n:5][c:6]2[c:11]([cH:12]1)[CH2:10][CH2:9][CH2:8][CH:7]2[C:13]([NH2:15])=[S:18])([F:16])[F:17]. Starting materials: ClC1=C(C(=O)OC)C=CC(=C1C(=O)NC(CO)(C)C)S(=O)(=O)C (methyl 2-chloro-3-(1-hydroxy-2,2-dimethyleth-2-ylaminocarbonyl)-4-methylsulfonylbenzoate), S(=O)(Cl)Cl (thionyl chloride). Solvent: ClCCl (dichloromethane). Reaction conditions: time 6 hour. Product: ClC1=C(C(=O)OC)C=CC(=C1C(=O)NC(CCl)(C)C)S(=O)(=O)C (methyl 2-chloro-3-(1-chloro-2,2-dimethyleth-2-ylaminocarbonyl)-4-methylsulfonylbenzoate). Yield: 88.0%. Reaction SMILES: [Cl:1][C:2]1[C:11]([C:12]([NH:14][C:15]([CH3:19])([CH3:18])[CH2:16]O)=[O:13])=[C:10]([S:20]([CH3:23])(=[O:22])=[O:21])[CH:9]=[CH:8][C:3]=1[C:4]([O:6][CH3:7])=[O:5].S(Cl)([Cl:26])=O>ClCCl>[Cl:1][C:2]1[C:11]([C:12]([NH:14][C:15]([CH3:19])([CH3:18])[CH2:16][Cl:26])=[O:13])=[C:10]([S:20]([CH3:23])(=[O:22])=[O:21])[CH:9]=[CH:8][C:3]=1[C:4]([O:6][CH3:7])=[O:5]. Reported procedure: A mixture of 6.9 g (20 mmol) of methyl 2-chloro-3-(1-hydroxy-2,2-dimethyleth-2-ylaminocarbonyl)-4-methylsulfonylbenzoate and 5 ml of thionyl chloride was stirred at room temperature for 6 hours. The solution was diluted with 50 ml of dichloromethane and subsequently concentrated. The residue was dissolved in 20 ml of dichloromethane. Addition of cyclohexane resulted in the formation of a crystalline precipitate which was filtered off with suction and dried. 6.4 g (88% of theory) of methyl 2-chlo... Starting materials: CC1=C(C=CC(=C1)OC)N1CCC=2C(NC=3C(=CC=CC3C21)OC(F)(F)F)=O (1-(2-Methyl-4-methoxyphenyl)-4-oxo-6-trifluoromethoxy-2,3,4,5-tetrahydropyrrolo[3,2-c]quinoline). The solvent is P(=O)(Cl)(Cl)Cl (phosphoryl chloride). Run at time 30 minute. Yields the product CC1=C(C=CC(=C1)OC)N1CCC=2C(=NC=3C(=CC=CC3C21)OC(F)(F)F)NCCO (1-(2-methyl-4-methoxyphenyl)-4-[(2-hydroxyethyl)amino]-6-trifluoromethoxy-2,3-dihydropyrrolo[3,2-c]quinoline). Isolated yield 129.2%. Reaction SMILES: [CH3:1][C:2]1[CH:7]=[C:6]([O:8][CH3:9])[CH:5]=[CH:4][C:3]=1[N:10]1[C:22]2[C:21]3[CH:20]=[CH:19][CH:18]=[C:17]([O:23][C:24]([F:27])([F:26])[F:25])[C:16]=3[NH:15][C:14](=O)[C:13]=2[CH2:12][CH2:11]1>P(Cl)(Cl)(Cl)=O>[CH3:1][C:2]1[CH:7]=[C:6]([O:8][CH3:9])[CH:5]=[CH:4][C:3]=1[N:10]1[C:22]2[C:21]3[CH:20]=[CH:19][CH:18]=[C:17]([O:23][C:24]([F:26])([F:25])[F:27])[C:16]=3[N:15]=[C:14]([NH:15][CH2:16][CH2:17][OH:23])[C:13]=2[CH2:12][CH2:11]1. Reported procedure: 1-(2-Methyl-4-methoxyphenyl)-4-oxo-6-trifluoromethoxy-2,3,4,5-tetrahydropyrrolo[3,2-c]quinoline(4.0 g, 10 mmol) was dissolved in phosphoryl chloride(10 ml). The reaction mixture was refluxed for 2 hours, and cooled. After removing the excess phosphoryl chloride by simple distillation, the residue was poured into iced water, neutralized with aqueous solution of sodium hydroxide (1N), and stirred at room temperature for 30 minutes. It was extracted with dichloromethane(20 ml) for 3 times, and the ...